From a dataset of the Open Reaction Database (ORD), a public repository of structured organic reaction records. describe an organic reaction: reactants, conditions, products, and yield As a reaction SMILES: [Cl:1][C:2]1[C:3]([C:12]2[C:13]([Cl:25])=[CH:14][C:15]([Cl:24])=[C:16]([CH:23]=2)[O:17][CH:18]([CH3:22])[C:19](Cl)=[O:20])=[N:4][N:5]([CH3:11])[C:6]=1[O:7][CH:8]([F:10])[F:9].[CH3:26][NH:27][CH3:28].N1C=CC=N1.C(OCC)(=O)C>O1CCCC1>[CH3:26][N:27]([CH3:28])[C:19](=[O:20])[CH:18]([O:17][C:16]1[CH:23]=[C:12]([C:3]2[C:2]([Cl:1])=[C:6]([O:7][CH:8]([F:10])[F:9])[N:5]([CH3:11])[N:4]=2)[C:13]([Cl:25])=[CH:14][C:15]=1[Cl:24])[CH3:22]. Reaction conditions: time 1 hour. Starting materials: ClC=1C(=NN(C1OC(F)F)C)C=1C(=CC(=C(OC(C(=O)Cl)C)C1)Cl)Cl (2-[5-(4-chloro-5-difluoromethoxy-1-methyl-1H-pyrazole-3-yl)-2,4-dichlorophenoxy]propionyl chloride), CNC (dimethylamine), C(C)(=O)OCC (ethyl acetate), N1N=CC=C1 (pyrazole), CNC (dimethylamine). The product is CN(C(C(C)OC1=C(C=C(C(=C1)C1=NN(C(=C1Cl)OC(F)F)C)Cl)Cl)=O)C (N,N-dimethyl 2-[5-(4-chloro-5-difluoromethoxy-1-methyl-1H-pyrazol-3-yl)-2,4-dichlorophenoxy]propionamide). Yield: 30.5%. Procedure details: A solution of 2-[5-(4-chloro-5-difluoromethoxy-1-methyl-1H-pyrazole-3-yl)-2,4-dichlorophenoxy]propionyl chloride (0.80 g, 1.78 mmoles) in 20 ml anhydrous tetrahydrofuran was added dropwise to a solution of 50% dimethylamine (0.32 g, 3.56 mmoles) in 20 ml tetrahydrofuran at room temperature to react the pyrazole derivative with dimethylamine. After the addition was finished, the reaction was continued further for 1 hour. Then ethyl acetate was added to the reaction product solution, and the mixtu... The solvent is O1CCCC1 (tetrahydrofuran), O1CCCC1 (tetrahydrofuran). The reactants are O=C([O-])[O-], CC(=O)O, [Cs+], [Cs+], CC(C)(C)OC(=O)NC(Cc1ccc(C(F)(F)F)cc1)CN(C(=O)OC(C)(C)C)c1nnc(-c2ccc([N+](=O)[O-])c(F)c2)s1, CN(C)C=O. Product: CC(C)(C)OC(=O)NC(Cc1ccc(C(F)(F)F)cc1)CN(C(=O)OC(C)(C)C)c1nnc(-c2ccc([N+](=O)[O-])c(O)c2)s1. As a reaction SMILES: [C:45]([O-:46])(=[O:47])[O-:48].[CH3:51][C:52](=[O:53])[OH:54].[Cs+:49].[Cs+:50].[F:1][c:2]1[cH:3][c:4](-[c:11]2[n:12][n:13][c:14]([N:16]([CH2:17][CH:18]([CH2:19][c:20]3[cH:21][cH:22][c:23]([C:26]([F:27])([F:28])[F:29])[cH:24][cH:25]3)[NH:30][C:31]([O:32][C:33]([CH3:34])([CH3:35])[CH3:36])=[O:37])[C:38](=[O:39])[O:40][C:41]([CH3:42])([CH3:43])[CH3:44])[s:15]2)[cH:5][cH:6][c:7]1[N+:8](=[O:9])[O-:10].[O:55]=[CH:56][N:57]([CH3:58])[CH3:59]>>[c:2]1([OH:46])[cH:3][c:4](-[c:11]2[n:12][n:13][c:14]([N:16]([CH2:17][CH:18]([CH2:19][c:20]3[cH:21][cH:22][c:23]([C:26]([F:27])([F:28])[F:29])[cH:24][cH:25]3)[NH:30][C:31]([O:32][C:33]([CH3:34])([CH3:35])[CH3:36])=[O:37])[C:38](=[O:39])[O:40][C:41]([CH3:42])([CH3:43])[CH3:44])[s:15]2)[cH:5][cH:6][c:7]1[N+:8](=[O:9])[O-:10]. Reactants: Cl (hydrochloric acid), CC1(N=C(OC1)C1=C(C=CC=C1)C1=CC=C(C=C1)CO)C (4,4-dimethyl-2-(4'-hydroxymethylbiphenyl-2-yl)oxazoline), C(C)O (ethanol), Cl (hydrochloric acid). Reaction SMILES: CC1(C)C[O:5][C:4]([C:7]2[CH:12]=[CH:11][CH:10]=[CH:9][C:8]=2[C:13]2[CH:18]=[CH:17][C:16]([CH2:19][OH:20])=[CH:15][CH:14]=2)=N1.Cl.C([OH:25])C>>[OH:20][CH2:19][C:16]1[CH:17]=[CH:18][C:13]([C:8]2[CH:9]=[CH:10][CH:11]=[CH:12][C:7]=2[C:4]([OH:5])=[O:25])=[CH:14][CH:15]=1. Reported procedure: 2.0 g (7.11 mmol) of 4,4-dimethyl-2-(4'-hydroxymethylbiphenyl-2-yl)oxazoline was dissolved in ethanol (30 ml). 2N hydrochloric acid (10 ml) was added thereto, followed by heating under reflux for 3 hours. After the reaction liquid was cooled and concentrated, a saturated aqueous solution of sodium hydrogen-carbonate (100 ml) was added thereto, followed by the extraction with chloroform. After the organic phase was washed with water and dried, it was subjected to vacuum concentration. A 20% aqueo... Isolated yield 81.0%. Yields the product OCC1=CC=C(C=C1)C1=C(C(=O)O)C=CC=C1 (2-(4'-hydroxymethylphenyl)benzoic acid). Starting materials: CS(C)=O, C[S+](C)(C)=O, O=CC1CCCCC1, [H-], [I-], [Na+], O. The product is C1CCC(C2CO2)CC1. As a reaction SMILES: [CH3:18][S:19]([CH3:20])=[O:21].[CH3:4][S+:5]([CH3:6])([CH3:7])=[O:8].[CH:9]1([CH:15]=[O:16])[CH2:10][CH2:11][CH2:12][CH2:13][CH2:14]1.[H-:1].[I-:3].[Na+:2].[OH2:17]>>[CH2:4]1[CH:15]([CH:9]2[CH2:10][CH2:11][CH2:12][CH2:13][CH2:14]2)[O:16]1. The reactants are Brc1cncnc1, CC(C)[N-]C(C)C, O=Cc1ccccc1Cl, [Li+]. Yields the product OC(c1ccccc1Cl)c1ncncc1Br. Reaction SMILES: [Br:9][c:10]1[cH:11][n:12][cH:13][n:14][cH:15]1.[CH:1]([N-:2][CH:3]([CH3:4])[CH3:5])([CH3:6])[CH3:7].[Cl:16][c:17]1[c:18]([CH:19]=[O:20])[cH:21][cH:22][cH:23][cH:24]1.[Li+:8]>>[Br:9][c:10]1[c:11]([CH:19]([c:18]2[c:17]([Cl:16])[cH:24][cH:23][cH:22][cH:21]2)[OH:20])[n:12][cH:13][n:14][cH:15]1. The reactants are [Al], CCCC[O-], COC1(C(C)C)OC(C)CC(C)O1. Yields the product CC(C)=C1OC(C)CC(C)O1. Reaction SMILES: [Al:14].[CH3:15][CH2:16][CH2:17][CH2:18][O-:19].[CH:1]([CH3:2])([CH3:3])[C:4]1([O:12][CH3:13])[O:5][CH:6]([CH3:11])[CH2:7][CH:8]([CH3:10])[O:9]1>>[C:1]([CH3:2])([CH3:3])=[C:4]1[O:5][CH:6]([CH3:11])[CH2:7][CH:8]([CH3:10])[O:9]1. Starting materials: C(C)C(C1=CC=C(C=C1)F)(C)C#N (α-ethyl-α-methyl-4-fluorobenzyl cyanide), S(O)(O)(=O)=O (sulfuric acid), O (H2O). Yields the product FC1=CC=C(C=C1)C(C(=O)O)(CC)C (2-(4-fluorophenyl)-2-methylbutyric acid). As a reaction SMILES: [CH2:1]([C:3]([C:12]#N)([CH3:11])[C:4]1[CH:9]=[CH:8][C:7]([F:10])=[CH:6][CH:5]=1)[CH3:2].S(=O)(=O)(O)[OH:15].[OH2:19]>>[F:10][C:7]1[CH:8]=[CH:9][C:4]([C:3]([CH3:11])([CH2:1][CH3:2])[C:12]([OH:15])=[O:19])=[CH:5][CH:6]=1. Procedure details: 7.6 g of crude α-ethyl-α-methyl-4-fluorobenzyl cyanide, 20 ml of H2O and 20 ml of concentrated sulfuric acid were and refluxed at 134° to 137° C. for 5.5 hours. The mixture was cooled to room temperature and extracted with benzene, and the benzene solution was extracted with dilute alkali and the obtained dilute alkali extract was adjusted to pH 7.5 with concentrated hydrochloric acid, and extracted with benzene to remove impurities. Then, the aqueous solution was adjusted to pH 4.6 with concent... Starting materials: NNC(=S)N (thiosemicarbazide), FC(C(=O)O)(F)F (trifluoroacetic acid), COCCCCOC1=CC=C(C#N)C=C1 (4-(4-methoxybutoxy)benzonitrile), FC(C(=O)O)(F)F (trifluoroacetic acid), NNC(=S)N (thiosemicarbazide), C(C)(=O)OCC (ethyl acetate). Run in C1(=CC=CC=C1)C (toluene). Product: FC(C(=O)O)(F)F.COCCCCOC1=CC=C(C=C1)C1=NN=C(S1)N (5-[4-(4-methoxybutoxy)phenyl][1,3,4]thiadiazol-2-ylamine trifluoroacetic acid salt). RXN SMILES: [CH3:1][O:2][CH2:3][CH2:4][CH2:5][CH2:6][O:7][C:8]1[CH:15]=[CH:14][C:11]([C:12]#[N:13])=[CH:10][CH:9]=1.[F:16][C:17]([F:22])([F:21])[C:18]([OH:20])=[O:19].N[NH:24][C:25]([NH2:27])=[S:26].C(OCC)(=O)C>C1(C)C=CC=CC=1>[F:16][C:17]([F:22])([F:21])[C:18]([OH:20])=[O:19].[CH3:1][O:2][CH2:3][CH2:4][CH2:5][CH2:6][O:7][C:8]1[CH:9]=[CH:10][C:11]([C:12]2[S:26][C:25]([NH2:27])=[N:24][N:13]=2)=[CH:14][CH:15]=1 |f:5.6|. Procedure: To a solution of 4-(4-methoxybutoxy)benzonitrile (21.8 g) and trifluoroacetic acid (109 ml) in toluene (218 ml) was added thiosemicarbazide (11.62 g). The solution was stirred for 31 hours at 60° C., during which period additional thiosemicarbazide (2.90 g) and trifluoroacetic acid was added to the mixture. The reaction mixture was pulverized with ethyl acetate. The precipitate was collected by filtration and dried to give 5-[4-(4-methoxybutoxy)phenyl][1,3,4]thiadiazol-2-ylamine trifluoroacetic ...